This data is from the Open Reaction Database (ORD), a public repository of structured organic reaction records. The task is: describe an organic reaction: reactants, conditions, products, and yield Reactants: O=C(CBr)c1ccc2ccccc2c1, O=C([O-])[O-], C1CCOC1, [K+], [K+], O=C(O)CCCCS. Product: O=C(O)CCCCSCC(=O)c1ccc2ccccc2c1. As a reaction SMILES: [Br:1][CH2:2][C:3](=[O:4])[c:5]1[cH:6][c:7]2[cH:8][cH:9][cH:10][cH:11][c:12]2[cH:13][cH:14]1.[C:23](=[O:24])([O-:25])[O-:26].[CH2:29]1[O:30][CH2:31][CH2:32][CH2:33]1.[K+:27].[K+:28].[SH:15][CH2:16][CH2:17][CH2:18][CH2:19][C:20](=[O:21])[OH:22]>>[CH2:2]([C:3](=[O:4])[c:5]1[cH:6][c:7]2[cH:8][cH:9][cH:10][cH:11][c:12]2[cH:13][cH:14]1)[S:15][CH2:16][CH2:17][CH2:18][CH2:19][C:20](=[O:21])[OH:22]. Reactants: N1=CC=CC=C1 (Pyridine), C(=O)(Cl)Cl (phosgene), C(C)(=O)OCC=1CS[C@H]2N(C1C(=O)OC(C1=CC=CC=C1)C1=CC=CC=C1)C([C@H]2NC=O)=O (diphenylmethyl (6R,7R)-3-acetoxymethyl-7-formamidoceph-3-em-4-carboxylate). Run in C(Cl)Cl (methylene chloride), C(Cl)Cl (methylene chloride). Product: C(C)(=O)OCC=1CS[C@H]2N(C1C(=O)OC(C1=CC=CC=C1)C1=CC=CC=C1)C([C@H]2[N+]#[C-])=O (Diphenylmethyl (6R,7R)-3-Acetoxymethyl-7-isocyanoceph-3-em-4-carboxylate). Reaction SMILES: N1C=CC=CC=1.C(Cl)(Cl)=O.[C:11]([O:14][CH2:15][C:16]1[CH2:17][S:18][C@@H:19]2[C@H:39]([NH:40][CH:41]=O)[C:38](=[O:43])[N:20]2[C:21]=1[C:22]([O:24][CH:25]([C:32]1[CH:37]=[CH:36][CH:35]=[CH:34][CH:33]=1)[C:26]1[CH:31]=[CH:30][CH:29]=[CH:28][CH:27]=1)=[O:23])(=[O:13])[CH3:12]>C(Cl)Cl>[C:11]([O:14][CH2:15][C:16]1[CH2:17][S:18][C@@H:19]2[C@H:39]([N+:40]#[C-:41])[C:38](=[O:43])[N:20]2[C:21]=1[C:22]([O:24][CH:25]([C:32]1[CH:37]=[CH:36][CH:35]=[CH:34][CH:33]=1)[C:26]1[CH:31]=[CH:30][CH:29]=[CH:28][CH:27]=1)=[O:23])(=[O:13])[CH3:12]. Procedure details: Pyridine (8.1ml, 100mmole) and a solution of phosgene (2.94g, 29.7mmole) in dry methylene chloride (3.5ml) at -60° were added successively to a cold (-70°) solution of diphenylmethyl (6R,7R)-3-acetoxymethyl-7-formamidoceph-3-em-4-carboxylate (9.301g, 19.96mmole) in dry methylene chloride (150ml), under a dry nitrogen atmosphere. The reaction was allowed to warm to 0° and then partitioned between ethyl acetate (300ml) and water (100ml). The organic layer was washed with water (100ml) and combined... Reactants: COCCCOC1=C(C(=O)OC)C=CC(=C1)C (methyl 2-(3-methoxypropoxy)-4-methylbenzoate), BrN1C(CCC1=O)=O (N-bromosuccinimide), N(=NC(C#N)(C)C)C(C#N)(C)C (2,2′-azobis(2-methylpropionitrile)), C(C1=CC=CC=C1)(=O)OOC(C1=CC=CC=C1)=O (dibenzoyl peroxide), C1(CCC(N1)=O)=O (succinimide). The solvent is C(Cl)(Cl)(Cl)Cl (carbon tetrachloride). The product is BrCC1=CC(=C(C(=O)OC)C=C1)OCCCOC (Methyl 4-bromomethyl-2-(3-methoxypropoxy)benzoate), SiO2. Reaction SMILES: [CH3:1][O:2][CH2:3][CH2:4][CH2:5][O:6][C:7]1[CH:16]=[C:15]([CH3:17])[CH:14]=[CH:13][C:8]=1[C:9]([O:11][CH3:12])=[O:10].[Br:18]N1C(=O)CCC1=O.N(C(C)(C)C#N)=NC(C)(C)C#N.C(OOC(=O)C1C=CC=CC=1)(=O)C1C=CC=CC=1.C1(=O)NC(=O)CC1>C(Cl)(Cl)(Cl)Cl>[Br:18][CH2:17][C:15]1[CH:14]=[CH:13][C:8]([C:9]([O:11][CH3:12])=[O:10])=[C:7]([O:6][CH2:5][CH2:4][CH2:3][O:2][CH3:1])[CH:16]=1. Procedure details: The mixture of 25.0 g of methyl 2-(3-methoxypropoxy)-4-methylbenzoate, 18.4 g of N-bromosuccinimide, 1.65 g of 2,2′-azobis(2-methylpropionitrile) and 2.46 g of dibenzoyl peroxide in 1.2 l of carbon tetrachloride is heated to reflux with stirring and stirred over 3 hours (succinimide crystallizes out). The reaction mixture is cooled and clarified by filtration, and the filtrate is concentrated by evaporation. The title compound is obtained as a slightly orange oil from the residue by means of fla... The reactants are O=C1CCC(=O)N1Br, COC(=O)C(C)Oc1cc(C)ccc1Cl, Fc1ccccc1, N#CC1(N=NC2(C#N)CCCCC2)CCCCC1. Product: COC(=O)C(C)Oc1cc(CBr)ccc1Cl. RXN SMILES: [Br:16][N:17]1[C:18](=[O:19])[CH2:20][CH2:21][C:22]1=[O:23].[Cl:1][c:2]1[c:3]([O:4][CH:5]([C:6](=[O:7])[O:8][CH3:9])[CH3:10])[cH:11][c:12]([CH3:15])[cH:13][cH:14]1.[F:42][c:43]1[cH:44][cH:45][cH:46][cH:47][cH:48]1.[N:24]([C:25]1([C:26]#[N:27])[CH2:28][CH2:29][CH2:30][CH2:31][CH2:32]1)=[N:33][C:34]1([C:35]#[N:36])[CH2:37][CH2:38][CH2:39][CH2:40][CH2:41]1>>[Cl:1][c:2]1[c:3]([O:4][CH:5]([C:6](=[O:7])[O:8][CH3:9])[CH3:10])[cH:11][c:12]([CH2:15][Br:16])[cH:13][cH:14]1. Reactants: BrC=1C=CC(=NC1)C(C)=O (1-(5-bromopyridin-2-yl)ethanone), O1C=C(C=C1)B(O)O (furan-3-ylboronic acid), C(=O)([O-])[O-].[Na+].[Na+] (Na2CO3), solution. The product is O1C=C(C=C1)C=1C=CC(=NC1)C(C)=O (1-(5-(furan-3-yl)pyridin-2-yl)ethanone). Reaction SMILES: Br[C:2]1[CH:3]=[CH:4][C:5]([C:8](=[O:10])[CH3:9])=[N:6][CH:7]=1.[O:11]1[CH:15]=[CH:14][C:13](B(O)O)=[CH:12]1.C([O-])([O-])=O.[Na+].[Na+]>C1(C)C=CC=CC=1.C(O)C.C1C=CC([P]([Pd]([P](C2C=CC=CC=2)(C2C=CC=CC=2)C2C=CC=CC=2)([P](C2C=CC=CC=2)(C2C=CC=CC=2)C2C=CC=CC=2)[P](C2C=CC=CC=2)(C2C=CC=CC=2)C2C=CC=CC=2)(C2C=CC=CC=2)C2C=CC=CC=2)=CC=1>[O:11]1[CH:15]=[CH:14][C:13]([C:2]2[CH:3]=[CH:4][C:5]([C:8](=[O:10])[CH3:9])=[N:6][CH:7]=2)=[CH:12]1 |f:2.3.4,^1:38,40,59,78|. Conditions: temperature 100 celsius. Procedure: To a solution of 1-(5-bromopyridin-2-yl)ethanone (0.5 g, 2.5 mmol) in toluene (10 mL) and ethanol (5 mL) was added furan-3-ylboronic acid (0.335 g, 3.0 mmol) and a 2 M solution of aq. Na2CO3. The reaction mixture was degassed with argon, Pd(PPh3)4 (0.144 g, 0.125 mmol) was added, the reaction mixture was degassed with argon for 10 min, and the reaction was heated to 100° C. for 4 h. The reaction mixture was evaporated under vacuum to remove the ethanol, diluted with water (30 mL), extracted with... Yield: 74.8%. Solvent: C1(=CC=CC=C1)C (toluene), C(C)O (ethanol). Reagents/catalysts: C=1C=CC(=CC1)[P](C=2C=CC=CC2)(C=3C=CC=CC3)[Pd]([P](C=4C=CC=CC4)(C=5C=CC=CC5)C=6C=CC=CC6)([P](C=7C=CC=CC7)(C=8C=CC=CC8)C=9C=CC=CC9)[P](C=1C=CC=CC1)(C=1C=CC=CC1)C=1C=CC=CC1 (Pd(PPh3)4). Reaction SMILES: [CH2:33]1[O:34][CH2:35][CH2:36][CH2:37]1.[Cl:18][S:19](=[O:20])(=[O:21])[c:22]1[c:23]([CH3:32])[c:24]2[c:25]([s:26]1)[cH:27][cH:28][c:29]([F:31])[cH:30]2.[H-:16].[NH2:1][c:2]1[c:3]([S:12](=[O:13])(=[O:14])[CH3:15])[cH:4][c:5]([C:6](=[O:7])[O:8][CH3:9])[cH:10][cH:11]1.[Na+:17]>>[NH:1]([c:2]1[c:3]([S:12](=[O:13])(=[O:14])[CH3:15])[cH:4][c:5]([C:6](=[O:7])[O:8][CH3:9])[cH:10][cH:11]1)[S:19](=[O:20])(=[O:21])[c:22]1[c:23]([CH3:32])[c:24]2[c:25]([s:26]1)[cH:27][cH:28][c:29]([F:31])[cH:30]2. Product: COC(=O)c1ccc(NS(=O)(=O)c2sc3ccc(F)cc3c2C)c(S(C)(=O)=O)c1. Reactants: C1CCOC1, Cc1c(S(=O)(=O)Cl)sc2ccc(F)cc12, [H-], COC(=O)c1ccc(N)c(S(C)(=O)=O)c1, [Na+]. Starting materials: CCc1nc(Cl)nc(Cl)c1F, [Na+], [OH-], O. Product: CCc1nc(Cl)[nH]c(=O)c1F. Reaction SMILES: [Cl:1][c:2]1[n:3][c:4]([CH2:10][CH3:11])[c:5]([F:9])[c:6]([Cl:8])[n:7]1.[Na+:13].[OH-:12].[OH2:14]>>[Cl:1][c:2]1[n:3][c:4]([CH2:10][CH3:11])[c:5]([F:9])[c:6](=[O:12])[nH:7]1.